This data is from the Open Reaction Database (ORD), a public repository of structured organic reaction records. The task is: describe an organic reaction: reactants, conditions, products, and yield As a reaction SMILES: Cl[C:2]([O:4][C:5]1[CH:10]=[CH:9][C:8]([O:11][C:12]2[C:17]([Cl:18])=[CH:16][C:15]([C:19]([F:22])([F:21])[F:20])=[CH:14][N:13]=2)=[CH:7][CH:6]=1)=[O:3].[CH2:23]([N:30]1[CH2:35][CH2:34][NH:33][CH2:32][CH2:31]1)[C:24]1[CH:29]=[CH:28][CH:27]=[CH:26][CH:25]=1>>[Cl:18][C:17]1[C:12]([O:11][C:8]2[CH:9]=[CH:10][C:5]([O:4][C:2]([N:33]3[CH2:34][CH2:35][N:30]([CH2:23][C:24]4[CH:25]=[CH:26][CH:27]=[CH:28][CH:29]=4)[CH2:31][CH2:32]3)=[O:3])=[CH:6][CH:7]=2)=[N:13][CH:14]=[C:15]([C:19]([F:22])([F:21])[F:20])[CH:16]=1. The product is ClC=1C(=NC=C(C1)C(F)(F)F)OC1=CC=C(C=C1)OC(=O)N1CCN(CC1)CC1=CC=CC=C1 (4-Benzyl-piperazine-1-carboxylic acid 4-(3-chloro-5-trifluoromethyl-pyridin-2-yloxy)phenyl ester). Reported procedure: The hydrochloride of the title compound was prepared from 4-(3-chloro-5-trifluoromethyl-pyridin-2-yloxy)-phenyl chloroformate and 1-benzyl-piperazine, yield 94%. White crystals; m.p. 111-113° C. (resolidifies) and 114-115° C.; HPLC-MS m/z=492 (M+H). The reactants are ClC(=O)OC1=CC=C(C=C1)OC1=NC=C(C=C1Cl)C(F)(F)F (4-(3-chloro-5-trifluoromethyl-pyridin-2-yloxy)-phenyl chloroformate), C(C1=CC=CC=C1)N1CCNCC1 (1-benzyl-piperazine).